From a dataset of the Open Reaction Database (ORD), a public repository of structured organic reaction records. describe an organic reaction: reactants, conditions, products, and yield Starting materials: CI (methyliodide), CC(C(C(=O)OC)NC(=O)C=1SC(=CN1)C1=CC=C(C=C1)[N+](=O)[O-])C (Methyl 3-methyl-2-(5-(4-nitrophenyl)thiazole-2-carboxamido)butanoate), CC(C(C(=O)OC)NC(=O)C=1SC(=CN1)C1=CC=C(C=C1)[N+](=O)[O-])C (Methyl 3-methyl-2-(5-(4-nitrophenyl)thiazole-2-carboxamido)butanoate), C([O-])([O-])=O.[Cs+].[Cs+] (cesium carbonate). Run in CS(=O)C (DMSO). Conditions: time 5 minute. Yields the product CC(C(C(=O)OC)N(C(=O)C=1SC(=CN1)C1=CC=C(C=C1)[N+](=O)[O-])C)C (Methyl 3-methyl-2-(N-methyl-5-(4-nitrophenyl)thiazole-2-carboxamido)butanoate). As a reaction SMILES: [CH3:1][CH:2]([CH3:25])[CH:3]([NH:8][C:9]([C:11]1[S:12][C:13]([C:16]2[CH:21]=[CH:20][C:19]([N+:22]([O-:24])=[O:23])=[CH:18][CH:17]=2)=[CH:14][N:15]=1)=[O:10])[C:4]([O:6][CH3:7])=[O:5].[C:26](=O)([O-])[O-].[Cs+].[Cs+].CI>CS(C)=O>[CH3:1][CH:2]([CH3:25])[CH:3]([N:8]([CH3:26])[C:9]([C:11]1[S:12][C:13]([C:16]2[CH:17]=[CH:18][C:19]([N+:22]([O-:24])=[O:23])=[CH:20][CH:21]=2)=[CH:14][N:15]=1)=[O:10])[C:4]([O:6][CH3:7])=[O:5] |f:1.2.3|. Procedure: To methyl 3-methyl-2-(5-(4-nitrophenyl)thiazole-2-carboxamido)butanoate (Intermediate 2, step C, 1 g) in DMSO (10 ml), to this cesium carbonate (1.346 gm) was added and the reaction mixture was stirred for 5 minutes. To this, methyliodide (0.258 ml) was added and the reaction mixture was stirred for 1 hour. Reaction mixture was quenched using water. The residue obtained was filtered and dried to obtain the title compound. Yield: 0.870 gm (83%); 1H NMR (DMSO-d6, 300 MHz): δ 8.65 (s, 1H), 8.33 (d,... The reactants are CSc1nccc(-c2c(C(O)c3ccccc3)nn3ccccc23)n1, NC1CCCC1, O=C(OO)c1cccc(Cl)c1, ClCCl. Product: OC(c1ccccc1)c1nn2ccccc2c1-c1ccnc(NC2CCCC2)n1. Reaction SMILES: [CH3:1][S:2][c:3]1[n:4][cH:5][cH:6][c:7](-[c:9]2[c:10]([CH:18]([OH:19])[c:20]3[cH:21][cH:22][cH:23][cH:24][cH:25]3)[n:11][n:12]3[c:13]2[cH:14][cH:15][cH:16][cH:17]3)[n:8]1.[CH:37]1([NH2:42])[CH2:38][CH2:39][CH2:40][CH2:41]1.[Cl:26][c:27]1[cH:28][c:29]([C:33]([O:34][OH:35])=[O:36])[cH:30][cH:31][cH:32]1.[Cl:43][CH2:44][Cl:45]>>[c:3]1([NH:42][CH:37]2[CH2:38][CH2:39][CH2:40][CH2:41]2)[n:4][cH:5][cH:6][c:7](-[c:9]2[c:10]([CH:18]([OH:19])[c:20]3[cH:21][cH:22][cH:23][cH:24][cH:25]3)[n:11][n:12]3[c:13]2[cH:14][cH:15][cH:16][cH:17]3)[n:8]1. The reactants are FC1=CC=C(C(=C1F)NC1=C(C=C(C=C1)I)F)N (5,6-difluoro-N1-(2-fluoro-4-iodophenyl)benzene-1,2-diamine), ClS(=O)(=O)C1=CC=C(N1C)C(=O)OC (methyl 5-(chlorosulfonyl)-1-methyl-1H-pyrrole-2-carboxylate). Yields the product FC=1C(=C(C=CC1F)NS(=O)(=O)C1=CC=C(N1C)C(=O)OC)NC1=C(C=C(C=C1)I)F (Methyl 5-(N-(3,4-difluoro-2-(2-fluoro-4-iodophenylamino)phenyl)sulfamoyl)-1-methyl-1H-pyrrole-2-carboxylate). As a reaction SMILES: [F:1][C:2]1[C:7]([F:8])=[C:6]([NH:9][C:10]2[CH:15]=[CH:14][C:13]([I:16])=[CH:12][C:11]=2[F:17])[C:5]([NH2:18])=[CH:4][CH:3]=1.Cl[S:20]([C:23]1[N:27]([CH3:28])[C:26]([C:29]([O:31][CH3:32])=[O:30])=[CH:25][CH:24]=1)(=[O:22])=[O:21]>>[F:8][C:7]1[C:6]([NH:9][C:10]2[CH:15]=[CH:14][C:13]([I:16])=[CH:12][C:11]=2[F:17])=[C:5]([NH:18][S:20]([C:23]2[N:27]([CH3:28])[C:26]([C:29]([O:31][CH3:32])=[O:30])=[CH:25][CH:24]=2)(=[O:21])=[O:22])[CH:4]=[CH:3][C:2]=1[F:1]. Procedure: According to the general procedure B, 5,6-difluoro-N1-(2-fluoro-4-iodophenyl)benzene-1,2-diamine was reacted with methyl 5-(chlorosulfonyl)-1-methyl-1H-pyrrole-2-carboxylate to obtain the title compound. 1H NMR (300 MHz, CDCl3): δ 7.37 (dd, J=1.8 & 10.5 Hz, 1H), 7.29 (m, 2H), 7.12-6.94 (m, 4H), 5.87 (dt, J=1.8, 8.4 & 17.4 Hz, 1H), 5.56 (br s, 1H), 3.65 (s, 3H), 3.75 (s, 3H). The reactants are malonates, C1=CC(=CC=C1C2=COC=3C=C(C=C(C3C2=O)O)O[C@H]4[C@@H]([C@H]([C@@H]([C@H](O4)CO)O)O)O)O (genistin), C1=CC(=CC=C1C2=COC=3C=C(C=CC3C2=O)O[C@H]4[C@@H]([C@H]([C@@H]([C@H](O4)CO)O)O)O)O (daidzin). Run in C(C)O (ethanol). Yields the product C1=CC(=CC=C1C2=COC=3C=C(C=CC3C2=O)O[C@H]4[C@@H]([C@H]([C@@H]([C@H](O4)CO)O)O)O)O.C(CC(=O)[O-])(=O)[O-] (daidzin malonate), C1=CC(=CC=C1C2=COC3=CC(=CC(=C3C2=O)O)O[C@H]4[C@@H]([C@H]([C@@H]([C@H](O4)COC(=O)CC(=O)O)O)O)O)O (genistin malonate). Reaction SMILES: [CH:1]1[C:6]([C:7]2[C:16](=[O:17])[C:15]3[C:14]([OH:18])=[CH:13][C:12]([O:19][C@@H:20]4[O:25][C@H:24]([CH2:26][OH:27])[C@@H:23]([OH:28])[C@H:22]([OH:29])[C@H:21]4[OH:30])=[CH:11][C:10]=3[O:9][CH:8]=2)=[CH:5][CH:4]=[C:3]([OH:31])[CH:2]=1.C1C(C2C(=O)C3C=CC([O:49][C@@H:50]4[O:55][C@H](CO)[C@@H](O)[C@H:52]([OH:59])[C@H:51]4O)=CC=3OC=2)=CC=C(O)C=1>C(O)C>[CH:5]1[C:6]([C:7]2[C:16](=[O:17])[C:15]3[CH:14]=[CH:13][C:12]([O:19][C@@H:20]4[O:25][C@H:24]([CH2:26][OH:27])[C@@H:23]([OH:28])[C@H:22]([OH:29])[C@H:21]4[OH:30])=[CH:11][C:10]=3[O:9][CH:8]=2)=[CH:1][CH:2]=[C:3]([OH:31])[CH:4]=1.[C:50]([O-:49])(=[O:55])[CH2:51][C:52]([O-:59])=[O:9].[CH:5]1[C:6]([C:7]2[C:16](=[O:17])[C:15]3[C:10](=[CH:11][C:12]([O:19][C@@H:20]4[O:25][C@H:24]([CH2:26][O:27][C:52]([CH2:51][C:50]([OH:55])=[O:49])=[O:59])[C@@H:23]([OH:28])[C@H:22]([OH:29])[C@H:21]4[OH:30])=[CH:13][C:14]=3[OH:18])[O:9][CH:8]=2)=[CH:1][CH:2]=[C:3]([OH:31])[CH:4]=1 |f:3.4|. Procedure details: A chromatography column containing a gel (Sephadex LH-20) 3 cm in diameter and 50 cm tall is prepared. 2.4 g of the impure extract obtained in step iii) diluted with ethanol is introduced into the column. The impure extract is eluted with ethanol at a rate of 2 ml per minute. A total of 17 fractions are obtained, 6 of these fractions containing the malonates of genistin and daidzin. These 6 fractions are subjected to a second chromatography in a column containing octadecyl silane groups attached... Starting materials: C(C1=CC=CC=C1)OC(=O)NCCC(=O)NCCBr (3-(benzyloxycarbonylamino)-N-(2-bromoethyl)propionamide), C(C1=CC=CC=C1)(=S)[O-].[K+] (potassium thiobenzoate). Solvent: CC(=O)C (acetone), CC(=O)C (acetone). Reaction conditions: time 1 hour. Yields the product C(C1=CC=CC=C1)OC(=O)NCCC(=O)NCCSC(C1=CC=CC=C1)=O (3-(Benzyloxycarbonylamino)-N-[2-(benzoylthio)ethyl]propionamide). Yield: 68.1%. Reaction SMILES: [CH2:1]([O:8][C:9]([NH:11][CH2:12][CH2:13][C:14]([NH:16][CH2:17][CH2:18]Br)=[O:15])=[O:10])[C:2]1[CH:7]=[CH:6][CH:5]=[CH:4][CH:3]=1.[C:20]([O-:28])(=[S:27])[C:21]1[CH:26]=[CH:25][CH:24]=[CH:23][CH:22]=1.[K+]>CC(C)=O>[CH2:1]([O:8][C:9]([NH:11][CH2:12][CH2:13][C:14]([NH:16][CH2:17][CH2:18][S:27][C:20](=[O:28])[C:21]1[CH:26]=[CH:25][CH:24]=[CH:23][CH:22]=1)=[O:15])=[O:10])[C:2]1[CH:7]=[CH:6][CH:5]=[CH:4][CH:3]=1 |f:1.2|. Procedure details: To the solution of 3-(benzyloxycarbonylamino)-N-(2-bromoethyl)propionamide (10.0 g, 0.03 mol) in acetone (250 ml), acetone (100 ml) solution of potassium thiobenzoate (5.35 g, 0.03 mol) is added. The mixture is stirred for 1 hour and insoluble substance is filtered off. The filtrate is concentrated in vacuo and the residue is dissolved in chloroform. The solution is washed with sodium hydroxide solution, water and then saturated sodium chloride solution, and dried over anhydrous magnesium sulfat... Procedure details: By coupling 2-guanidino-4-methyl-thiazole-5-carboxylic acid with tert.-butyl (R)-(pyrrolidin-3-ylmethoxy)-acetate according to the method given in Example 4 there is obtained tert.-butyl (R)-[1-(2-guanidino-4-methyl-thiazole-5-carbonyl)-pyrrolidin-3-ylmethoxy]-acetate as a pale yellow resinous foam, [α]D =+3.2°, (MeOH, c=0.5), MS: 398 (M+H)+. Yields the product N(C(=N)N)C=1SC(=C(N1)C)C(=O)N1C[C@@H](CC1)COCC(=O)OC(C)(C)C (tert.-butyl (R)-[1-(2-guanidino-4-methyl-thiazole-5-carbonyl)-pyrrolidin-3-ylmethoxy]-acetate). The reactants are N(C(=N)N)C=1SC(=C(N1)C)C(=O)O (2-guanidino-4-methyl-thiazole-5-carboxylic acid), N1C[C@@H](CC1)COCC(=O)OC(C)(C)C (tert.-butyl (R)-(pyrrolidin-3-ylmethoxy)-acetate). As a reaction SMILES: [NH:1]([C:5]1[S:6][C:7]([C:11]([OH:13])=O)=[C:8]([CH3:10])[N:9]=1)[C:2]([NH2:4])=[NH:3].[NH:14]1[CH2:18][CH2:17][C@@H:16]([CH2:19][O:20][CH2:21][C:22]([O:24][C:25]([CH3:28])([CH3:27])[CH3:26])=[O:23])[CH2:15]1>CO>[NH:1]([C:5]1[S:6][C:7]([C:11]([N:14]2[CH2:18][CH2:17][C@@H:16]([CH2:19][O:20][CH2:21][C:22]([O:24][C:25]([CH3:28])([CH3:27])[CH3:26])=[O:23])[CH2:15]2)=[O:13])=[C:8]([CH3:10])[N:9]=1)[C:2]([NH2:4])=[NH:3]. The solvent is CO (MeOH). Reactants: CN1CCCC1CCC(C(=O)O)c1ccc(Br)cc1, CO, O=S(Cl)Cl. The product is COC(=O)C(CCC1CCCN1C)c1ccc(Br)cc1. As a reaction SMILES: [Br:1][c:2]1[cH:3][cH:4][c:5]([CH:8]([C:9](=[O:10])[OH:11])[CH2:12][CH2:13][CH:14]2[N:15]([CH3:19])[CH2:16][CH2:17][CH2:18]2)[cH:6][cH:7]1.[CH3:20][OH:21].[S:22]([Cl:23])([Cl:24])=[O:25]>>[Br:1][c:2]1[cH:3][cH:4][c:5]([CH:8]([C:9]([O:10][CH3:20])=[O:11])[CH2:12][CH2:13][CH:14]2[N:15]([CH3:19])[CH2:16][CH2:17][CH2:18]2)[cH:6][cH:7]1. The reactants are [BH4-].[Na+] (sodium borohydride), C(C1=CC=CC=C1)=O (Benzaldehyde), p-TsOH monohydrate, N[C@H](CO)C(C)(C)C ((S)-2-Amino-3,3-dimethylbutan-1-ol). Solvent: C1=CC=CC=C1 (benzene). Reaction conditions: time 30 minute. The product is C(C1=CC=CC=C1)N[C@H](CO)C(C)(C)C ((S)-2-(Benzylamino)-3,3-dimethylbutan-1-ol). Isolated yield 81.4%. Reaction SMILES: [NH2:1][C@@H:2]([C:5]([CH3:8])([CH3:7])[CH3:6])[CH2:3][OH:4].[CH:9](=O)[C:10]1[CH:15]=[CH:14][CH:13]=[CH:12][CH:11]=1.[BH4-].[Na+]>C1C=CC=CC=1>[CH2:9]([NH:1][C@@H:2]([C:5]([CH3:8])([CH3:7])[CH3:6])[CH2:3][OH:4])[C:10]1[CH:15]=[CH:14][CH:13]=[CH:12][CH:11]=1 |f:2.3|. Reported procedure: (S)-2-Amino-3,3-dimethylbutan-1-ol (4.01 g, 34.2 mmol) was dissolved in benzene (120 mL). Benzaldehyde (3.65 mL, 35.9 mmol) and p-TsOH monohydrate (1.302 mg, 6.84 μmmol) were added. The reaction mixture was heated at reflux for 5 h using Dean-Stark to remove water, the mixture was then concentrated. The residue was dissolved in anhydrous MeOH (100 mL), cooled down in an ice-water bath, and added sodium borohydride (1.942 g, 51.3 mmol) slowly. The reaction mixture was stirred for 30 min, quenched...